From a dataset of the Open Reaction Database (ORD), a public repository of structured organic reaction records. describe an organic reaction: reactants, conditions, products, and yield Reactants: BrB(Br)Br, ClCCl, COc1ccc(C(C)(C)C)cc1S(=O)(=O)N=CN(C)C. Product: CN(C)C=NS(=O)(=O)c1cc(C(C)(C)C)ccc1O. RXN SMILES: [B:21]([Br:22])([Br:23])[Br:24].[CH2:25]([Cl:26])[Cl:27].[CH3:1][C:2]([CH3:3])([CH3:4])[c:5]1[cH:6][c:7]([S:13](=[O:14])(=[O:15])[N:16]=[CH:17][N:18]([CH3:19])[CH3:20])[c:8]([O:11][CH3:12])[cH:9][cH:10]1>>[CH3:1][C:2]([CH3:3])([CH3:4])[c:5]1[cH:6][c:7]([S:13](=[O:14])(=[O:15])[N:16]=[CH:17][N:18]([CH3:19])[CH3:20])[c:8]([OH:11])[cH:9][cH:10]1. Starting materials: Cl.CC=1N=C(N2N=C(N=CC21)N)C2=CC=CC=C2 (5-methyl-7-phenylimidazo[5,1-f][1,2,4]triazin-2-amine hydrochloride), BrC=1C=C(C=CC1)CCS(=O)(=O)O (2-(3-bromophenyl)ethanesulfonic acid), C(C)(C)(C)P(C1=C(C=CC=C1)C1=CC=CC=C1)C(C)(C)C (2-(dit-butylphosphino)biphenyl), Tris(dibenzylidineacetone)-dipalladium (0), CC(C)([O-])C.[Na+] (sodium t-butoxide). Run in CO (methanol), O1CCOCC1 (1,4-dioxane). Run at temperature 160 celsius. Yields the product CC=1N=C(N2N=C(N=CC21)NC=2C=C(C=CC2)CCS(=O)(=O)O)C2=CC=CC=C2 (2-{3-[(5-methyl-7-phenylimidazo[5,1-f][1,2,4]triazin-2-yl)amino]phenyl}-ethanesulfonic acid). The yield is 66.2%. As a reaction SMILES: Cl.[CH3:2][C:3]1[N:4]=[C:5]([C:13]2[CH:18]=[CH:17][CH:16]=[CH:15][CH:14]=2)[N:6]2[C:11]=1[CH:10]=[N:9][C:8]([NH2:12])=[N:7]2.Br[C:20]1[CH:21]=[C:22]([CH2:26][CH2:27][S:28]([OH:31])(=[O:30])=[O:29])[CH:23]=[CH:24][CH:25]=1.C(P(C(C)(C)C)C1C=CC=CC=1C1C=CC=CC=1)(C)(C)C.CC(C)([O-])C.[Na+]>O1CCOCC1.CO>[CH3:2][C:3]1[N:4]=[C:5]([C:13]2[CH:14]=[CH:15][CH:16]=[CH:17][CH:18]=2)[N:6]2[C:11]=1[CH:10]=[N:9][C:8]([NH:12][C:20]1[CH:21]=[C:22]([CH2:26][CH2:27][S:28]([OH:31])(=[O:30])=[O:29])[CH:23]=[CH:24][CH:25]=1)=[N:7]2 |f:0.1,4.5|. Procedure details: To a solution of 5-methyl-7-phenylimidazo[5,1-f][1,2,4]triazin-2-amine hydrochloride (28 mg, 0.107 mmol) in 1,4-dioxane (0.8 mL) was added 2-(3-bromophenyl)ethanesulfonic acid (28.25 mg, 0.107 mmol), 2-(dit-butylphosphino)biphenyl (9.6 mg, 0.032 mmol), Tris(dibenzylidineacetone)-dipalladium (0) (9.8 mg, 0.011 mmol) and sodium t-butoxide (23.65 mg, 0.246 mmol). In a sealed reaction vessel, the mixture was heated with microwave radiation at 160° C. for 13 minutes. After cooling to room temperature... Reactants: BrC1=CC(=C(N)C=C1)C(=O)O (4-bromo-2-carboxyaniline), BrC1=C2C(=NNC2=CC=C1)O (4-Bromo-1H-indazol-3-ol). Product: BrC=1C=C2C(=NNC2=CC1)O (5-Bromo-1H-indazol-3-ol). As a reaction SMILES: [Br:1][C:2]1[CH:8]=[CH:7][C:5]([NH2:6])=[C:4]([C:9]([OH:11])=O)[CH:3]=1.BrC1C=CC=C2C=1C(O)=[N:16]N2>>[Br:1][C:2]1[CH:3]=[C:4]2[C:5](=[CH:7][CH:8]=1)[NH:6][N:16]=[C:9]2[OH:11]. Procedure: 5-Bromo-1H-indazol-3-ol CCVII was prepared from 4-bromo-2-carboxyaniline using the procedure described for preparation of 4-Bromo-1H-indazol-3-ol CLXXXIII (Example 37). The reactants are C1(=CC=CC=C1)S(=O)(=O)N (benzenesulfonamide), S(=O)(Cl)Cl (thionyl chloride), [H-].[Na+] (sodium hydride), FC(CCCCCCCCCCCCCCCNC1=CC=C(C(=O)O)C=C1)(F)F (4-[15-(trifluoromethyl)pentadecylamino]benzoic acid). The solvent is C(OC)COC (dimethoxyethane), CC(=O)N(C)C (dimethylacetamide), CC(=O)N(C)C (dimethylacetamide), C(Cl)Cl (methylene chloride). Reaction conditions: time 30 minute. Yields the product FC(CCCCCCCCCCCCCCCNC1=CC=C(C(=O)NS(=O)(=O)C2=CC=CC=C2)C=C1)(F)F (4-[15-(Trifluoromethyl)pentadecylamino]-N-(phenylsulfonyl)benzamide). Reaction SMILES: [C:1]1([S:7]([NH2:10])(=[O:9])=[O:8])[CH:6]=[CH:5][CH:4]=[CH:3][CH:2]=1.[H-].[Na+].[F:13][C:14]([F:41])([F:40])[CH2:15][CH2:16][CH2:17][CH2:18][CH2:19][CH2:20][CH2:21][CH2:22][CH2:23][CH2:24][CH2:25][CH2:26][CH2:27][CH2:28][CH2:29][NH:30][C:31]1[CH:39]=[CH:38][C:34]([C:35](O)=[O:36])=[CH:33][CH:32]=1.S(Cl)(Cl)=O>C(COC)OC.C(Cl)Cl.CC(N(C)C)=O>[F:13][C:14]([F:40])([F:41])[CH2:15][CH2:16][CH2:17][CH2:18][CH2:19][CH2:20][CH2:21][CH2:22][CH2:23][CH2:24][CH2:25][CH2:26][CH2:27][CH2:28][CH2:29][NH:30][C:31]1[CH:39]=[CH:38][C:34]([C:35]([NH:10][S:7]([C:1]2[CH:6]=[CH:5][CH:4]=[CH:3][CH:2]=2)(=[O:9])=[O:8])=[O:36])=[CH:33][CH:32]=1 |f:1.2|. Procedure: A solution of 31.4 g. of benzenesulfonamide in 250 ml. of dry dimethylacetamide is added dropwise, with stirring and cooling, to a suspension of 5.5 g. of sodium hydride in 100 ml. of dry dimethylacetamide during 30 minutes at room temperature. Stirring is continued for 30 minutes. In the meantime, a mixture of 36.2 g. of 4-[15-(trifluoromethyl)pentadecylamino]benzoic acid in 100 ml. of methylene chloride, 300 ml. of dimethoxyethane, and 40 ml. of thionyl chloride is refluxed for 1 hour and 15 m...